This data is from the Open Reaction Database (ORD), a public repository of structured organic reaction records. The task is: describe an organic reaction: reactants, conditions, products, and yield Reactants: CC1(C2=C(NC(O1)=O)C=CC(=C2)C=2C=C(C#N)C=C(C2)F)C (3-(4,4-Dimethyl-2-oxo-1,4-dihydro-2H-benzo[d][1,3]oxazin-6yl)-5-fluoro-benzonitrile), C(C)OC(OCC)OCC (triethylorthoformate). Conditions: temperature 160 celsius. Yields the product C(C)OC(N1C(OC(C2=C1C=CC(=C2)C=2C=C(C#N)C=C(C2)F)(C)C)=O)OCC (3-(1-diethoxymethyl-4,4-dimethyl-2-oxo-1,4-dihydro-2H-benzo[d][1,3]oxazin-6-yl)-5-fluoro-benzonitrile). Yield: 33.0%. As a reaction SMILES: [CH3:1][C:2]1([CH3:22])[O:7][C:6](=[O:8])[NH:5][C:4]2[CH:9]=[CH:10][C:11]([C:13]3[CH:14]=[C:15]([CH:18]=[C:19]([F:21])[CH:20]=3)[C:16]#[N:17])=[CH:12][C:3]1=2.[CH2:23]([O:25][CH:26](OCC)[O:27][CH2:28][CH3:29])[CH3:24]>>[CH2:23]([O:25][CH:26]([O:27][CH2:28][CH3:29])[N:5]1[C:4]2[CH:9]=[CH:10][C:11]([C:13]3[CH:14]=[C:15]([CH:18]=[C:19]([F:21])[CH:20]=3)[C:16]#[N:17])=[CH:12][C:3]=2[C:2]([CH3:22])([CH3:1])[O:7][C:6]1=[O:8])[CH3:24]. Procedure details: A mixture of 3-(4,4-Dimethyl-2-oxo-1,4-dihydro-2H-benzo[d][1,3]oxazin-6yl)-5-fluoro-benzonitrile (0.25 g, 0.84 mmol) and triethylorthoformate (50 mL) was heated at 160° C. for 12 hours. The excess triethylorthoformate was removed in vacuo and purification via chromatography (silica gel, 20% ethyl acetate/hexane) gave 3-(1-diethoxymethyl-4,4-dimethyl-2-oxo-1,4-dihydro-2H-benzo[d][1,3]oxazin-6-yl)-5-fluoro-benzonitrile (0.116 g, 33%) as a white solid: mp 123-124° C.; 1H-NMR (DMSO-d6) δ 7.97 (d, 1H... Procedure details: To a solution of Example 33 (0.5 g, 1.29 mmol) in THF:H20 (4:1) were added Cs2CO3 (3.354 g, 10.32 mmol) and 5-formyl-2-thiopheneboronic acid (0.503 g, 3.22 mmol). The reaction mixture was thoroughly degassed and freshly prepared tetrakis(triphenylphosphine)palladium(0) (0.446 g, 0.38 mmol) was added under nitrogen atmosphere at room temperature. The reaction mixture temperature was raised to 80° C. and continued stirring for 12 hr. The progress of the reaction was monitored by TLC and upon compl... Reaction conditions: temperature 80 celsius, time 12 hour. As a reaction SMILES: Br[C:2]1[CH:10]=[CH:9][C:8]2[NH:7][C:6]3[CH2:11][CH2:12][N:13]([C:15]4[N:20]=[CH:19][C:18]([C:21]([O:23][CH3:24])=[O:22])=[CH:17][N:16]=4)[CH2:14][C:5]=3[C:4]=2[CH:3]=1.C([O-])([O-])=O.[Cs+].[Cs+].[CH:31]([C:33]1[S:37][C:36](B(O)O)=[CH:35][CH:34]=1)=[O:32]>C1COCC1.C1C=CC([P]([Pd]([P](C2C=CC=CC=2)(C2C=CC=CC=2)C2C=CC=CC=2)([P](C2C=CC=CC=2)(C2C=CC=CC=2)C2C=CC=CC=2)[P](C2C=CC=CC=2)(C2C=CC=CC=2)C2C=CC=CC=2)(C2C=CC=CC=2)C2C=CC=CC=2)=CC=1>[CH3:24][O:23][C:21]([C:18]1[CH:19]=[N:20][C:15]([N:13]2[CH2:12][CH2:11][C:6]3[NH:7][C:8]4[CH:9]=[CH:10][C:2]([C:36]5[S:37][C:33]([CH:31]=[O:32])=[CH:34][CH:35]=5)=[CH:3][C:4]=4[C:5]=3[CH2:14]2)=[N:16][CH:17]=1)=[O:22] |f:1.2.3,^1:49,51,70,89|. Reactants: BrC1=CC=2C3=C(NC2C=C1)CCN(C3)C3=NC=C(C=N3)C(=O)OC (methyl 2-(8-bromo-1,3,4,5-tetrahydro-2H-pyrido[4,3-b]indol-2-yl)pyrimidine-5-carboxylate), C(=O)([O-])[O-].[Cs+].[Cs+] (Cs2CO3), C(=O)C1=CC=C(S1)B(O)O (5-formyl-2-thiopheneboronic acid). Reagents/catalysts: C=1C=CC(=CC1)[P](C=2C=CC=CC2)(C=3C=CC=CC3)[Pd]([P](C=4C=CC=CC4)(C=5C=CC=CC5)C=6C=CC=CC6)([P](C=7C=CC=CC7)(C=8C=CC=CC8)C=9C=CC=CC9)[P](C=1C=CC=CC1)(C=1C=CC=CC1)C=1C=CC=CC1 (tetrakis(triphenylphosphine)palladium(0)). Yields the product COC(=O)C=1C=NC(=NC1)N1CC2=C(NC=3C=CC(=CC23)C=2SC(=CC2)C=O)CC1 (methyl-2-{8-[5-(formyl)-thien-2-yl]-1,3,4,5-tetrahydro-2H-pyrido[4,3-b]indol-2-yl}pyrimidine-5-carboxylate). Solvent: C1CCOC1 (THF), C1CCOC1 (THF). Isolated yield 18.5%.